describe an organic reaction: reactants, conditions, products, and yield From a dataset of the Open Reaction Database (ORD), a public repository of structured organic reaction records. Starting materials: ClC1=CC=C(C=C1)C(=O)C(=O)C1=CC=C(C=C1)Cl (4,4'-dichlorobenzil), C(#N)CC(=S)N (2-cyanothioacetamide). RXN SMILES: [Cl:1][C:2]1[CH:7]=[CH:6][C:5]([C:8]([C:10]([C:12]2[CH:17]=[CH:16][C:15]([Cl:18])=[CH:14][CH:13]=2)=O)=[O:9])=[CH:4][CH:3]=1.[C:19]([CH2:21][C:22]([NH2:24])=[S:23])#[N:20]>N1CCCCC1.C(Cl)(Cl)Cl>[Cl:18][C:15]1[CH:16]=[CH:17][C:12]([C:10]2[C:8]([C:5]3[CH:6]=[CH:7][C:2]([Cl:1])=[CH:3][CH:4]=3)([OH:9])[NH:24][C:22](=[S:23])[C:21]=2[C:19]#[N:20])=[CH:13][CH:14]=1. The product is ClC1=CC=C(C=C1)C1=C(C(NC1(O)C1=CC=C(C=C1)Cl)=S)C#N (4,5-Bis-(4-chlorophenyl)-5-hydroxy-2-thioxo-3-pyrroline-3-carbonitrile). Procedure details: A suspension of 22.3 g. 4,4'-dichlorobenzil, 6.5 g. 2-cyanothioacetamide, 20 drops of piperidine and 200 ml. chloroform is stirred for 20 hours at ambient temperature. The yellow precipitate obtained is filtered off with suction, well washed with chloroform and dried. There are obtained 22.0 g. of the desired compound in the form of yellow crystals; m.p. 213° C. (decomp.). The reagents and catalysts are N1CCCCC1 (piperidine). Solvent: C(Cl)(Cl)Cl (chloroform). The reactants are acetic ester petroleum, C(C)OC(=O)C=1C(C(=C(NC1CC)C)C(=O)OC)C1=CC(=CC=C1)[N+](=O)[O-] (2-methyl-6-ethyl-4-(3'-nitrophenyl) 1,4-dihydropyridine-3,5-dicarboxylic acid 3-methyl ester 5-ethyl ester). The solvent is C(C)O (ethanol). Yields the product 3'-nitrobenzylidene-acetoacetic acid methyl ester, C(C)OC(C=C(N)CC)=O (β-ethyl-β-aminoacrylic acid ethyl ester). The yield is 71.0%. Reaction SMILES: [CH2:1]([O:3][C:4]([C:6]1C(C2C=CC=C([N+]([O-])=O)C=2)C(C(OC)=O)=C(C)[NH:10][C:11]=1[CH2:12][CH3:13])=[O:5])[CH3:2]>C(O)C>[CH2:1]([O:3][C:4](=[O:5])[CH:6]=[C:11]([CH2:12][CH3:13])[NH2:10])[CH3:2]. Procedure: After 8 hours' boiling of a solution of 12.5 g 3'-nitrobenzylidene-acetoacetic acid methyl ester and 7.2 g β-ethyl-β-aminoacrylic acid ethyl ester in 70 ml ethanol, 2-methyl-6-ethyl-4-(3'-nitrophenyl) 1,4-dihydropyridine-3,5-dicarboxylic acid 3-methyl ester 5-ethyl ester of melting point 123°C (acetic ester/petroleum) was obtained. Yield 71% of theory. The reactants are CCO, CC(C)I, [K+], [Na+], [OH-], [OH-], O, Oc1cccc(O)c1. Yields the product CC(C)Oc1cccc(O)c1. RXN SMILES: [CH3:17][CH2:18][OH:19].[I:9][CH:10]([CH3:11])[CH3:12].[K+:14].[Na+:16].[OH-:13].[OH-:15].[OH2:20].[OH:1][c:2]1[cH:3][c:4]([OH:8])[cH:5][cH:6][cH:7]1>>[O:1]([c:2]1[cH:3][c:4]([OH:8])[cH:5][cH:6][cH:7]1)[CH:10]([CH3:11])[CH3:12].